Dataset: the Open Reaction Database (ORD), a public repository of structured organic reaction records. Task: describe an organic reaction: reactants, conditions, products, and yield Reactants: COC1=C(C=CC(=C1)OC)C(CC(=O)O)CCCC (3-(2,4-dimethoxyphenyl)heptanoic acid), C(C(C)C)[Mg]Br (isobutylmagnesium bromide). Yields the product COC1=C(C=CC(=C1)OC)C(CC(=O)O)CC(C)C (3-(2,4-Dimethoxyphenyl)-5-methylhexanoic acid). Reaction SMILES: [CH3:1][O:2][C:3]1[CH:8]=[C:7]([O:9][CH3:10])[CH:6]=[CH:5][C:4]=1[CH:11]([CH2:16][CH2:17][CH2:18]C)[CH2:12][C:13]([OH:15])=[O:14].[CH2:20]([Mg]Br)C(C)C>>[CH3:1][O:2][C:3]1[CH:8]=[C:7]([O:9][CH3:10])[CH:6]=[CH:5][C:4]=1[CH:11]([CH2:16][CH:17]([CH3:18])[CH3:20])[CH2:12][C:13]([OH:15])=[O:14]. Procedure details: Following a similar procedure to that described in Preparation 42a, but using isobutylmagnesium bromide instead of butylmagnesium bromide, the title compound was obtained as an oily substance.